Dataset: the Open Reaction Database (ORD), a public repository of structured organic reaction records. Task: describe an organic reaction: reactants, conditions, products, and yield Reactants: C(C)C1=NC=2C(=NC(=C(C2)Cl)Cl)N1C1=CC=C(C=C1)CCN=[N+]=[N-] (2-[4-(2-Ethyl-5,6-dichloro-3H-imidazo[4,5-b]pyridin-3-yl)phenyl]ethyl azide). The reagents and catalysts are [Pd].CC(=O)[O-].CC(=O)[O-].[Pb+2] (Lindlar catalyst). Run in CO (methanol). Run at time 6 hour. Product: C(C)C1=NC=2C(=NC(=C(C2)Cl)Cl)N1C1=CC=C(C=C1)CCN (2-[4-(2-Ethyl-5,6-dichloro-3H-imidazo[4,5-b]pyridin-3-yl)phenyl]ethylamine). The yield is 89.5%. Reaction SMILES: [CH2:1]([C:3]1[N:13]([C:14]2[CH:19]=[CH:18][C:17]([CH2:20][CH2:21][N:22]=[N+]=[N-])=[CH:16][CH:15]=2)[C:6]2=[N:7][C:8]([Cl:12])=[C:9]([Cl:11])[CH:10]=[C:5]2[N:4]=1)[CH3:2]>CO.[Pd].CC([O-])=O.CC([O-])=O.[Pb+2]>[CH2:1]([C:3]1[N:13]([C:14]2[CH:19]=[CH:18][C:17]([CH2:20][CH2:21][NH2:22])=[CH:16][CH:15]=2)[C:6]2=[N:7][C:8]([Cl:12])=[C:9]([Cl:11])[CH:10]=[C:5]2[N:4]=1)[CH3:2] |f:2.3.4.5|. Reported procedure: To a solution of 2-[4-(2-ethyl-5,6-dichloro-3H-imidazo[4,5-b]pyridin-3-yl)phenyl]ethyl azide (step 6, 69 mg, 0.2 mmol) in methanol (10 mL) was added Lindlar catalyst (5 mg). The resulting mixture was stirred for 6 h under hydrogen atmosphere. The mixture was filtered through a pad of Celite and the filtrate was concentrated. Purification by preparative TLC (dichloromethane/methanol=10:1) gave 60 mg (94%) of the title compound as colorless solids: MS (EI) m/z 334 (M+); 1H-NMR (CDCl3) δ 8.11 (1H, ... Starting materials: O=Cc1ccc(OCc2ccccc2)c([N+](=O)[O-])c1, C[O-], CO, COC(=O)CN=[N+]=[N-], [Na+], [Na], O. The product is COC(=O)C(=Cc1ccc(OCc2ccccc2)c([N+](=O)[O-])c1)N=[N+]=[N-]. Reaction SMILES: [CH2:5]([c:6]1[cH:7][cH:8][cH:9][cH:10][cH:11]1)[O:12][c:13]1[c:14]([N+:21](=[O:22])[O-:23])[cH:15][c:16]([CH:17]=[O:18])[cH:19][cH:20]1.[CH3:1][O-:2].[CH3:32][OH:33].[N:24](=[N+:25]=[N-:26])[CH2:27][C:28](=[O:29])[O:30][CH3:31].[Na+:3].[Na:4].[OH2:34]>>[CH2:5]([c:6]1[cH:7][cH:8][cH:9][cH:10][cH:11]1)[O:12][c:13]1[c:14]([N+:21](=[O:22])[O-:23])[cH:15][c:16]([CH:17]=[C:27]([N:24]=[N+:25]=[N-:26])[C:28](=[O:29])[O:30][CH3:31])[cH:19][cH:20]1. Reactants: [Mg] (magnesium), II (iodine), BrCCCCCBr (1,5-dibromopentane), COC(C(CN(C)C)C1=CC=C(C=C1)OCC1=CC=CC=C1)=O (2-(4-benzyloxy-phenyl)-3-dimethylamino-propionic acid methyl ester). Solvent: C(C)OCC (diethyl ether), C(C)OCC (diethyl ether). Reaction conditions: temperature 2.5 celsius, time 2 hour. The product is C(C1=CC=CC=C1)OC1=CC=C(C=C1)C(CN(C)C)C1(CCCCC1)O (1-[1-(4-Benzyloxy-phenyl)-2-dimethylamino-ethyl]-cyclohexanol). RXN SMILES: [Mg].II.Br[CH2:5][CH2:6][CH2:7][CH2:8][CH2:9]Br.CO[C:13](=[O:33])[CH:14]([C:19]1[CH:24]=[CH:23][C:22]([O:25][CH2:26][C:27]2[CH:32]=[CH:31][CH:30]=[CH:29][CH:28]=2)=[CH:21][CH:20]=1)[CH2:15][N:16]([CH3:18])[CH3:17]>C(OCC)C>[CH2:26]([O:25][C:22]1[CH:21]=[CH:20][C:19]([CH:14]([C:13]2([OH:33])[CH2:9][CH2:8][CH2:7][CH2:6][CH2:5]2)[CH2:15][N:16]([CH3:17])[CH3:18])=[CH:24][CH:23]=1)[C:27]1[CH:28]=[CH:29][CH:30]=[CH:31][CH:32]=1. Procedure: Activated magnesium turnings (8 g) and a few crystals of iodine were charged to diethyl ether (200 ml). After addition of 1,5-dibromopentane (20.7 ml; 0.15 mol), the reaction mixture was refluxed for 2 hours. The reaction mass was cooled to 0-5° C. Separately prepared solution of 2-(4-benzyloxy-phenyl)-3-dimethylamino-propionic acid methyl ester (10 g; 0.032 mol) in diethyl ether (100 ml) was added to the above reaction mass very slowly. The temperature was raised to 25-30° C. with constant stir... The reactants are O=C1CCC(=O)N1Br, O=Cc1ccc(OC(F)(F)F)cc1, O=C(O)C(F)(F)F, O=S(=O)(O)O. Product: O=Cc1ccc(OC(F)(F)F)c(Br)c1. As a reaction SMILES: [Br:14][N:15]1[C:16](=[O:17])[CH2:18][CH2:19][C:20]1=[O:21].[F:1][C:2]([O:3][c:4]1[cH:5][cH:6][c:7]([CH:8]=[O:9])[cH:10][cH:11]1)([F:12])[F:13].[F:22][C:23]([F:24])([F:25])[C:26]([OH:27])=[O:28].[S:29](=[O:30])(=[O:31])([OH:32])[OH:33]>>[F:1][C:2]([O:3][c:4]1[c:5]([Br:14])[cH:6][c:7]([CH:8]=[O:9])[cH:10][cH:11]1)([F:12])[F:13]. Reactants: ClP(Cl)(Cl)(Cl)Cl, CS(=O)(=O)Nc1ccc(C(=O)O)cc1Oc1ccc(F)cc1F, c1ccccc1. The product is CS(=O)(=O)Nc1ccc(C(=O)Cl)cc1Oc1ccc(F)cc1F. As a reaction SMILES: [Cl:24][P:25]([Cl:26])([Cl:27])([Cl:28])[Cl:29].[F:1][c:2]1[c:3]([O:4][c:5]2[cH:6][c:7]([C:8](=[O:9])[OH:10])[cH:11][cH:12][c:13]2[NH:14][S:15](=[O:16])(=[O:17])[CH3:18])[cH:19][cH:20][c:21]([F:23])[cH:22]1.[cH:30]1[cH:31][cH:32][cH:33][cH:34][cH:35]1>>[F:1][c:2]1[c:3]([O:4][c:5]2[cH:6][c:7]([C:8](=[O:9])[Cl:24])[cH:11][cH:12][c:13]2[NH:14][S:15](=[O:16])(=[O:17])[CH3:18])[cH:19][cH:20][c:21]([F:23])[cH:22]1.